From a dataset of the Open Reaction Database (ORD), a public repository of structured organic reaction records. describe an organic reaction: reactants, conditions, products, and yield The reactants are C(CCCCCCC)C1=CC=C(CCCS(=O)(=O)[O-])C=C1 (4-Octylphenethylmethane sulfonate), [I-].[Na+] (sodium iodide). Run in O1CCCC1 (tetrahydrofuran). Conditions: time 10 minute. Yields the product ICCC1=CC=C(C=C1)CCCCCCCC (1-(2-iodoethyl)-4-octylbenzene). Reaction SMILES: [CH2:1]([C:9]1[CH:21]=[CH:20][C:12]([CH2:13][CH2:14]CS([O-])(=O)=O)=[CH:11][CH:10]=1)[CH2:2][CH2:3][CH2:4][CH2:5][CH2:6][CH2:7][CH3:8].[I-:22].[Na+]>O1CCCC1>[I:22][CH2:14][CH2:13][C:12]1[CH:20]=[CH:21][C:9]([CH2:1][CH2:2][CH2:3][CH2:4][CH2:5][CH2:6][CH2:7][CH3:8])=[CH:10][CH:11]=1 |f:1.2|. Procedure: 4-Octylphenethylmethane sulfonate (70 g) and dry tetrahydrofuran (500 mL) are charged into a 1 liter single-neck round bottom flask, equipped with a calcium chloride guard tube and shielded with light protecting black cover. The mixture is stirred for 10 minutes, then sodium iodide (133 g) is added and the mixture is stirred overnight at room temperature. The solvent is evaporated under vacuum and the residue is dissolved in water (300 mL) and extracted with ethyl acetate (2×250 mL). Ethyl aceta... The reactants are CCOC(=O)c1cn(CC)c2cc(N3CCNCC3)ccc2c1=O, CC(=O)O, [K+], [OH-]. Product: CCn1cc(C(=O)O)c(=O)c2ccc(N3CCNCC3)cc21. As a reaction SMILES: [CH2:1]([CH3:2])[n:3]1[cH:4][c:5]([C:20](=[O:21])[O:22][CH2:23][CH3:24])[c:6](=[O:19])[c:7]2[cH:8][cH:9][c:10]([N:13]3[CH2:14][CH2:15][NH:16][CH2:17][CH2:18]3)[cH:11][c:12]12.[CH3:27][C:28](=[O:29])[OH:30].[K+:26].[OH-:25]>>[CH2:1]([CH3:2])[n:3]1[cH:4][c:5]([C:20](=[O:21])[OH:22])[c:6](=[O:19])[c:7]2[cH:8][cH:9][c:10]([N:13]3[CH2:14][CH2:15][NH:16][CH2:17][CH2:18]3)[cH:11][c:12]12. Reactants: Cl.N[C@@H]1CC[C@H](CC1)NC(=O)C1=C(NC2=C1N=CN=C2C2=C(C=C(C(=C2)OC)F)OCC2CC2)C (N-(trans-4-aminocyclohexyl)-4-[2-(cyclopropylmethoxy)-4-fluoro-5-methoxyphenyl]-6-methyl-5H-pyrrolo[3,2-d]pyrimidine-7-carboxamide hydrochloride), C(C)(=O)Cl (acetyl chloride). Yields the product C(C)(=O)N[C@@H]1CC[C@H](CC1)NC(=O)C1=C(NC2=C1N=CN=C2C2=C(C=C(C(=C2)OC)F)OCC2CC2)C (N-(trans-4-Acetamidocyclohexyl)-4-[2-(cyclopropylmethoxy)-4-fluoro-5-methoxyphenyl]-6-methyl-5H-pyrrolo[3,2-d]pyrimidine-7-carboxamide). As a reaction SMILES: Cl.[NH2:2][C@H:3]1[CH2:8][CH2:7][C@H:6]([NH:9][C:10]([C:12]2[C:16]3[N:17]=[CH:18][N:19]=[C:20]([C:21]4[CH:26]=[C:25]([O:27][CH3:28])[C:24]([F:29])=[CH:23][C:22]=4[O:30][CH2:31][CH:32]4[CH2:34][CH2:33]4)[C:15]=3[NH:14][C:13]=2[CH3:35])=[O:11])[CH2:5][CH2:4]1.[C:36](Cl)(=[O:38])[CH3:37]>>[C:36]([NH:2][C@H:3]1[CH2:8][CH2:7][C@H:6]([NH:9][C:10]([C:12]2[C:16]3[N:17]=[CH:18][N:19]=[C:20]([C:21]4[CH:26]=[C:25]([O:27][CH3:28])[C:24]([F:29])=[CH:23][C:22]=4[O:30][CH2:31][CH:32]4[CH2:34][CH2:33]4)[C:15]=3[NH:14][C:13]=2[CH3:35])=[O:11])[CH2:5][CH2:4]1)(=[O:38])[CH3:37] |f:0.1|. Procedure details: Starting from N-(trans-4-aminocyclohexyl)-4-[2-(cyclopropylmethoxy)-4-fluoro-5-methoxyphenyl]-6-methyl-5H-pyrrolo[3,2-d]pyrimidine-7-carboxamide hydrochloride (example D.f36) and commercially available acetyl chloride the title compound is obtained as colorless solid. The reactants are C(C1=CC=CC=C1)(=S)O (Thiobenzoic acid), C(C=C)OC(=O)N1C[C@@H](C[C@H]1CC1=CN2C(S1)=CN=C2Cl)O ((3R,5S)-1-allyloxycarbonyl-5-(5-chloroimidazo[5,1-b]thiazol-2-yl)methyl-3-hydroxypyrrolidine), C1(=CC=CC=C1)P(C1=CC=CC=C1)C1=CC=CC=C1 (triphenylphosphine), N(=NC(=O)OCC)C(=O)OCC (Diethyl azodicarboxylate). Solvent: C1CCOC1 (THF). Run at time 23 minute. The product is C(C=C)OC(=O)N1C[C@H](C[C@H]1CC1=CN2C(S1)=CN=C2Cl)SC(C2=CC=CC=C2)=O ((3S,5S)-1-Allyloxycarbonyl-3-benzoylthio-5-(5-chloroimidazo[5,1-b]thiazol-2-yl)methylpyrrolidine). As a reaction SMILES: [CH2:1]([O:4][C:5]([N:7]1[C@H:11]([CH2:12][C:13]2[S:17][C:16]3=[CH:18][N:19]=[C:20]([Cl:21])[N:15]3[CH:14]=2)[CH2:10][C@@H:9](O)[CH2:8]1)=[O:6])[CH:2]=[CH2:3].C1(P(C2C=CC=CC=2)C2C=CC=CC=2)C=CC=CC=1.N(C(OCC)=O)=NC(OCC)=O.[C:54]([OH:62])(=[S:61])[C:55]1[CH:60]=[CH:59][CH:58]=[CH:57][CH:56]=1>C1COCC1>[CH2:1]([O:4][C:5]([N:7]1[C@H:11]([CH2:12][C:13]2[S:17][C:16]3=[CH:18][N:19]=[C:20]([Cl:21])[N:15]3[CH:14]=2)[CH2:10][C@H:9]([S:61][C:54](=[O:62])[C:55]2[CH:60]=[CH:59][CH:58]=[CH:57][CH:56]=2)[CH2:8]1)=[O:6])[CH:2]=[CH2:3]. Reported procedure: A solution of 438 mg of (3R,5S)-1-allyloxycarbonyl-5-(5-chloroimidazo[5,1-b]thiazol-2-yl)methyl-3-hydroxypyrrolidine and 672 mg of triphenylphosphine in 6.5 ml of anhydrous THF is cooled to −10° C. in an argon atmosphere. Diethyl azodicarboxylate (0.40 ml) is added dropwise to the mixture over a period of 7 min while maintaining the solution at −5° C. or below, and the mixture is stirred in this state for 23 min. Thiobenzoic acid (90%) (0.34 ml) is added dropwise to the mixed solution at −10° C....